From a dataset of the Open Reaction Database (ORD), a public repository of structured organic reaction records. describe an organic reaction: reactants, conditions, products, and yield The reactants are COC(=O)[C@@H]1C[C@@H](CCC1)CO (cis-Methyl-3-hydroxymethylcyclohexane-1-carboxylate), ONC(C1=CC=NC=C1)=N (N-hydroxy-isonicotinamidine). Yields the product N1=CC=C(C=C1)C1=NOC(=N1)[C@H]1C[C@H](CCC1)CO (cis-[3-(3-pyridin-4-yl-[1,2,4]oxadiazol-5-yl)cyclohexyl]methanol). As a reaction SMILES: CO[C:3]([C@H:5]1[CH2:10][CH2:9][CH2:8][C@@H:7]([CH2:11][OH:12])[CH2:6]1)=[O:4].O[NH:14][C:15](=[NH:22])[C:16]1[CH:21]=[CH:20][N:19]=[CH:18][CH:17]=1>>[N:19]1[CH:20]=[CH:21][C:16]([C:15]2[N:22]=[C:3]([C@@H:5]3[CH2:10][CH2:9][CH2:8][C@H:7]([CH2:11][OH:12])[CH2:6]3)[O:4][N:14]=2)=[CH:17][CH:18]=1. Reported procedure: cis-Methyl-3-hydroxymethylcyclohexane-1-carboxylate was reacted with N-hydroxy-isonicotinamidine, using the reaction conditions described in Preparation 5, to afford cis-[3-(3-pyridin-4-yl-[1,2,4]oxadiazol-5-yl)cyclohexyl]methanol: RT=2.70 min, m/z (ES+)=246.1 [M+H]+. This was subsequently alkylated with 1-bromobutane, under similar conditions to those described in Example 106, to afford the title compound: RT=4.11 min, m/z (ES+)=316.3 [M+H]+. The reactants are CC(=O)[O-], Cc1ccc(C=O)cc1C, CC(=O)OC(C)=O, CC(=O)O, C[N+](=O)[O-], [NH4+]. The product is Cc1ccc(C=C[N+](=O)[O-])cc1C. Reaction SMILES: [CH3:12][C:13](=[O:14])[O-:15].[CH3:1][c:2]1[cH:3][c:4]([CH:5]=[O:6])[cH:7][cH:8][c:9]1[CH3:10].[CH3:20][C:21]([O:22][C:23](=[O:24])[CH3:25])=[O:26].[CH3:27][C:28](=[O:29])[OH:30].[N+:16](=[O:17])([O-:18])[CH3:19].[NH4+:11]>>[CH3:1][c:2]1[cH:3][c:4]([CH:5]=[CH:19][N+:16](=[O:17])[O-:18])[cH:7][cH:8][c:9]1[CH3:10]. Reactants: N1(CCOCC1)C(=O)Cl (4-morpholinecarbonyl chloride), NCCN1C(=NC=2C(=NC(=C(C21)C)C)N)C (1-(2-aminoethyl)-2,6,7-trimethyl-1H-imidazo[4,5-c]pyridin-4-amine). The product is NC1=NC(=C(C2=C1N=C(N2CCNC(=O)N2CCOCC2)C)C)C (N-[2-(4-amino-2,6,7-trimethyl-1H-imidazo[4,5-c]pyridin-1-yl)ethyl]morpholin-4-ylcarboxamide). As a reaction SMILES: [N:1]1([C:7](Cl)=[O:8])[CH2:6][CH2:5][O:4][CH2:3][CH2:2]1.[NH2:10][CH2:11][CH2:12][N:13]1[C:21]2[C:20]([CH3:22])=[C:19]([CH3:23])[N:18]=[C:17]([NH2:24])[C:16]=2[N:15]=[C:14]1[CH3:25]>>[NH2:24][C:17]1[C:16]2[N:15]=[C:14]([CH3:25])[N:13]([CH2:12][CH2:11][NH:10][C:7]([N:1]3[CH2:6][CH2:5][O:4][CH2:3][CH2:2]3)=[O:8])[C:21]=2[C:20]([CH3:22])=[C:19]([CH3:23])[N:18]=1. Procedure: Using the method of Examples 118-133, 4-morpholinecarbonyl chloride was reacted with 1-(2-aminoethyl)-2,6,7-trimethyl-1H-imidazo[4,5-c]pyridin-4-amine to provide the desired compound. The observed accurate mass was 333.2025. Starting materials: C=1C=CC(=CC1)P(C=2C=CC=CC2)C3=CC=C4C=CC=CC4=C3C5=C6C=CC=CC6=CC=C5P(C=7C=CC=CC7)C=8C=CC=CC8 (BINAP), BrC=1C=C2C\C(\C(C2=CC1OC)=O)=C/C1=CC(=CC=C1)C(F)(F)F ((E)-5-bromo-6-methoxy-2-(3-(trifluoromethyl)benzylidene)-2,3-dihydro-1H-inden-1-one), CN1CCNCC1 (4-methylpiperazine), C([O-])([O-])=O.[Cs+].[Cs+] (cesium carbonate). Reagents/catalysts: C=1C=CC(=CC1)/C=C/C(=O)/C=C/C2=CC=CC=C2.C=1C=CC(=CC1)/C=C/C(=O)/C=C/C2=CC=CC=C2.C=1C=CC(=CC1)/C=C/C(=O)/C=C/C2=CC=CC=C2.[Pd].[Pd] (Pd2(dba)3). Solvent: C1(=CC=CC=C1)C (toluene). Conditions: temperature 110 celsius. The product is COC1=C(C=C2C\C(\C(C2=C1)=O)=C/C1=CC(=CC=C1)C(F)(F)F)N1CCN(CC1)C ((E)-6-methoxy-5-(4-methylpiperazin-1-yl)-2-(3-(trifluoromethyl)benzylidene)-2,3-dihydro-1H inden-1-one). As a reaction SMILES: Br[C:2]1[CH:3]=[C:4]2[C:8](=[CH:9][C:10]=1[O:11][CH3:12])[C:7](=[O:13])/[C:6](=[CH:14]/[C:15]1[CH:20]=[CH:19][CH:18]=[C:17]([C:21]([F:24])([F:23])[F:22])[CH:16]=1)/[CH2:5]2.[CH3:25][N:26]1[CH2:31][CH2:30][NH:29][CH2:28][CH2:27]1.C(=O)([O-])[O-].[Cs+].[Cs+].C1C=CC(P(C2C(C3C(P(C4C=CC=CC=4)C4C=CC=CC=4)=CC=C4C=3C=CC=C4)=C3C(C=CC=C3)=CC=2)C2C=CC=CC=2)=CC=1>C1(C)C=CC=CC=1.C1C=CC(/C=C/C(/C=C/C2C=CC=CC=2)=O)=CC=1.C1C=CC(/C=C/C(/C=C/C2C=CC=CC=2)=O)=CC=1.C1C=CC(/C=C/C(/C=C/C2C=CC=CC=2)=O)=CC=1.[Pd].[Pd]>[CH3:12][O:11][C:10]1[CH:9]=[C:8]2[C:4]([CH2:5]/[C:6](=[CH:14]\[C:15]3[CH:20]=[CH:19][CH:18]=[C:17]([C:21]([F:24])([F:23])[F:22])[CH:16]=3)/[C:7]2=[O:13])=[CH:3][C:2]=1[N:29]1[CH2:30][CH2:31][N:26]([CH3:25])[CH2:27][CH2:28]1 |f:2.3.4,7.8.9.10.11|. Procedure details: To a solution of 152 (120 mg, 0.3009 mmol) and 4-methylpiperazine (60.1 mg, 0.6105 mmol) in toluene was added cesium carbonate (197.2 mg, 0.6015 mmol). The reaction was degassed and purged with nitrogen for 10 min. Pd2(dba)3 (13.7 mg, 0.0150 mmol) and BINAP (28.0 mg, 0.0451 mmol) was added and again degassed and purged with nitrogen for another 10 min. The reaction was heated to 110° C. overnight under sealed conditions. The reaction was diluted with chloroform and filtered through celite Bed. T... Reactants: CCCC(O)(C=Cc1cccc(CCCNC(=O)C(F)(F)F)c1)CCC, [K+], [K+], O=C([O-])[O-]. Product: CCCC(O)(C=Cc1cccc(CCCN)c1)CCC. Reaction SMILES: [F:1][C:2]([F:3])([F:4])[C:25]([NH:5][CH2:6][CH2:7][CH2:8][c:9]1[cH:10][c:11]([CH:15]=[CH:16][C:17]([CH2:18][CH2:19][CH3:20])([CH2:21][CH2:22][CH3:23])[OH:24])[cH:12][cH:13][cH:14]1)=[O:26].[K+:27].[K+:28].[O-:29][C:30]([O-:31])=[O:32]>>[NH2:5][CH2:6][CH2:7][CH2:8][c:9]1[cH:10][c:11]([CH:15]=[CH:16][C:17]([CH2:18][CH2:19][CH3:20])([CH2:21][CH2:22][CH3:23])[OH:24])[cH:12][cH:13][cH:14]1. Starting materials: COC(=O)C(C)(C)NC(=O)c1ccc2ccccc2c1C#CCCc1ccccc1, CO. The product is COC(=O)C(C)(C)NC(=O)c1ccc2ccccc2c1CCCCc1ccccc1. RXN SMILES: [CH3:1][O:2][C:3]([C:4]([CH3:5])([NH:6][C:7](=[O:8])[c:9]1[c:10]([C:19]#[C:20][CH2:21][CH2:22][c:23]2[cH:24][cH:25][cH:26][cH:27][cH:28]2)[c:11]2[cH:12][cH:13][cH:14][cH:15][c:16]2[cH:17][cH:18]1)[CH3:29])=[O:30].[CH3:31][OH:32]>>[CH3:1][O:2][C:3]([C:4]([CH3:5])([NH:6][C:7](=[O:8])[c:9]1[c:10]([CH2:19][CH2:20][CH2:21][CH2:22][c:23]2[cH:24][cH:25][cH:26][cH:27][cH:28]2)[c:11]2[cH:12][cH:13][cH:14][cH:15][c:16]2[cH:17][cH:18]1)[CH3:29])=[O:30]. Starting materials: COc1ccc(C(O)c2cc(OC)c(OC)c(OC)c2)cc1[N+](=O)[O-], COc1cc(Br)cc(OC)c1OC, COc1cc(C=O)ccc1[N+](=O)[O-], [Mg]. The product is COc1cc(C(O)c2cc(OC)c(OC)c(OC)c2)ccc1[N+](=O)[O-]. Reaction SMILES: [CH3:1][O:2][c:3]1[cH:4][cH:5][c:6]([CH:9]([OH:10])[c:11]2[cH:12][c:13]([O:21][CH3:22])[c:14]([O:19][CH3:20])[c:15]([O:17][CH3:18])[cH:16]2)[cH:7][c:8]1[N+:23]([O-:24])=[O:25].[CH3:26][O:27][c:28]1[cH:29][c:30]([Br:31])[cH:32][c:33]([O:34][CH3:35])[c:36]1[O:37][CH3:38].[CH3:40][O:41][c:42]1[cH:43][c:44]([CH:45]=[O:46])[cH:47][cH:48][c:49]1[N+:50](=[O:51])[O-:52].[Mg:39]>>[CH:9]([OH:10])([c:11]1[cH:12][c:13]([O:21][CH3:22])[c:14]([O:19][CH3:20])[c:15]([O:17][CH3:18])[cH:16]1)[c:44]1[cH:43][c:42]([O:41][CH3:40])[c:49]([N+:50](=[O:51])[O-:52])[cH:48][cH:47]1. Reactants: OCCN(CCO)C1=CC=C(C=C1)F (N,N-bis(2-hydroxyethyl)-4-fluorophenylamine), S(=O)(Cl)Cl (thionyl chloride), C(Cl)Cl (methylene chloride), C(O)([O-])=O.[Na+] (sodium hydrogencarbonate). Run at time 1 hour. The product is ClCCN(CCCl)C1=CC=C(C=C1)F (N,N-bis(2-Chloroethyl)-4-fluorophenylamine). RXN SMILES: O[CH2:2][CH2:3][N:4]([C:8]1[CH:13]=[CH:12][C:11]([F:14])=[CH:10][CH:9]=1)[CH2:5]CO.S(Cl)([Cl:17])=O.C(=O)([O-])O.[Na+].[CH2:24]([Cl:26])Cl>>[Cl:17][CH2:2][CH2:3][N:4]([C:8]1[CH:13]=[CH:12][C:11]([F:14])=[CH:10][CH:9]=1)[CH2:5][CH2:24][Cl:26] |f:2.3|. Procedure: To a solution of N,N-bis(2-hydroxyethyl)-4-fluorophenylamine (9.2 g) in methylene chloride (92 ml) was added dropwise thionyl chloride (7.1 ml) over 10 min under ice-cooling. The mixture was stirred at room temperature for 1 hr and the reaction mixture was further refluxed for 1.5 hr. The mixture was poured into aqueous sodium hydrogencarbonate to make it alkaline and the organic layer was separated. The organic layer was washed with saturated brine and dried over anhydrous magnesium sulfate. Th...